Task: describe an organic reaction: reactants, conditions, products, and yield. Dataset: the Open Reaction Database (ORD), a public repository of structured organic reaction records Starting materials: ClC1=CC=C(C=C1)CC(C(C)(C)C)=O (1-(4-Chlorophenyl)-3,3-dimethyl-butan-2-one), C(C)(C)(C)OC(N(C)C)N(C)C (tert-butoxybis-(dimethylamino)methane). Yields the product ClC1=CC=C(C=C1)C(=CN(C)C)C(C(C)(C)C)=O (2-(4-chlorophenyl)-1-dimethylamino-4,4-dimethyl-pent-1-en-3-one). Reaction SMILES: [Cl:1][C:2]1[CH:7]=[CH:6][C:5]([CH2:8][C:9](=[O:14])[C:10]([CH3:13])([CH3:12])[CH3:11])=[CH:4][CH:3]=1.C(O[CH:20](N(C)C)[N:21]([CH3:23])[CH3:22])(C)(C)C>>[Cl:1][C:2]1[CH:3]=[CH:4][C:5]([C:8]([C:9](=[O:14])[C:10]([CH3:11])([CH3:13])[CH3:12])=[CH:20][N:21]([CH3:23])[CH3:22])=[CH:6][CH:7]=1. Procedure: 1-(4-Chlorophenyl)-3,3-dimethyl-butan-2-one (30 mmol) and tert-butoxybis-(dimethylamino)methane (31.5 mmol) are heated together at reflux overnight. The reaction mixture is then cooled to RT and the excess tert-butoxybis(dimethylamino)methane removed under reduced pressure to give 2-(4-chlorophenyl)-1-dimethylamino-4,4-dimethyl-pent-1-en-3-one. Starting materials: COC(CCC1=CC(=CC=C1)CN(CC=CC1=CC(=CC(=C1)Cl)Cl)S(=O)(=O)C1=CC=CC=C1)=O (3-[3-({Benzenesulfonyl-[3-(3,5-dichloro-phenyl)-allyl]-amino}-methyl)-phenyl]-propionic acid methyl ester). The reagents and catalysts are O=[Pt]=O (PtO2). Run in CO (MeOH). Run at time 2 hour. Yields the product COC(CCC1=CC(=CC=C1)CN(CCCC1=CC(=CC(=C1)Cl)Cl)S(=O)(=O)C1=CC=CC=C1)=O (3-[3-({Benzenesulfonyl-[3-(3,5-dichloro-phenyl)-propyl]-amino}-methyl)-phenyl]-propionic acid methyl ester). Isolated yield 100.9%. RXN SMILES: [CH3:1][O:2][C:3](=[O:34])[CH2:4][CH2:5][C:6]1[CH:11]=[CH:10][CH:9]=[C:8]([CH2:12][N:13]([S:25]([C:28]2[CH:33]=[CH:32][CH:31]=[CH:30][CH:29]=2)(=[O:27])=[O:26])[CH2:14][CH:15]=[CH:16][C:17]2[CH:22]=[C:21]([Cl:23])[CH:20]=[C:19]([Cl:24])[CH:18]=2)[CH:7]=1>O=[Pt]=O.CO>[CH3:1][O:2][C:3](=[O:34])[CH2:4][CH2:5][C:6]1[CH:11]=[CH:10][CH:9]=[C:8]([CH2:12][N:13]([S:25]([C:28]2[CH:29]=[CH:30][CH:31]=[CH:32][CH:33]=2)(=[O:27])=[O:26])[CH2:14][CH2:15][CH2:16][C:17]2[CH:18]=[C:19]([Cl:24])[CH:20]=[C:21]([Cl:23])[CH:22]=2)[CH:7]=1. Reported procedure: A mixture of 3-[3-{benzenesulfonyl-[3-(3,5-dichlorophenyl)-allyl]-amino}-methyl)-phenyl]-propionic acid methyl ester of Step A (237 mg), PtO2 (30 mg), and MeOH was hydrogenated on a Parr shaker at 50 psi for 2 h. The catalyst was removed by filtration through Celite and the volatiles were removed in vacuo to provide the title compound (240 mg). 1H NMR (400 MHz, CDCl3) δ 7.82 (d, 2H), 7.76-7.50 (m, 3H), 7.23 (m, 1H), 7.07 (m, 4H), 6.74 (s, 2H), 4.26 (s, 2H), 3.64 (s, 3H), 3.09 (t, 2H), 2.90 (t, 2... Starting materials: S1C=C(C=C1)C1=NN=NN1CC(=O)O ([5-(3-thienyl)tetrazol-1-yl]acetic acid), S(O)(O)(=O)=O (sulfuric acid), COCCO (2-methoxyethanol), ice water. Conditions: temperature 90 celsius, time 2.5 hour. Yields the product COCCOC(CN1N=NN=C1C1=CSC=C1)=O ([5-(3-thienyl)tetrazol-1-yl]acetic acid 2-methoxyethyl ester). The yield is 82.3%. Reaction SMILES: [S:1]1[CH:5]=[CH:4][C:3]([C:6]2[N:10]([CH2:11][C:12]([OH:14])=[O:13])[N:9]=[N:8][N:7]=2)=[CH:2]1.S(=O)(=O)(O)O.[CH3:20][O:21][CH2:22][CH2:23]O>>[CH3:20][O:21][CH2:22][CH2:23][O:13][C:12](=[O:14])[CH2:11][N:10]1[C:6]([C:3]2[CH:4]=[CH:5][S:1][CH:2]=2)=[N:7][N:8]=[N:9]1. Reported procedure: To a solution of 2 g (9.51 mM) of [5-(3-thienyl)tetrazol-1-yl]acetic acid in 10 ml of 2-methoxyethanol was added 1 ml of sulfuric acid. After the addition, the mixture was stirred at 90° C. for 2.5 hrs. The mixture was then poured into ice-water and extracted with ethyl acetate. The organic phase was washed with water, dried over anhydrous magnesium sulfate and then concentrated under reduced pressure. The resultant residue was subjected to silica gel column chromatography (eluent: chloroform/et...